This data is from the Open Reaction Database (ORD), a public repository of structured organic reaction records. The task is: describe an organic reaction: reactants, conditions, products, and yield The reactants are II (iodine), C(C)(C)(C)OC(NC(C)C=1C=NC(=CC1)F)=O ([1-(6-fluoro-pyridin-3-yl)-ethyl]-carbamic acid tert-butyl ester), C(C)(C)(C)[Li] (tert-butyllithium), O (water). Run in C1CCOC1 (THF), C1CCOC1 (THF), C1CCOC1 (THF). Reaction conditions: temperature -78 celsius, time 1 hour. The product is C(C)(C)(C)OC(NC(C)C=1C=NC(=CC1I)F)=O ([1-(6-fluoro-4-iodo-pyridin-3-yl)-ethyl]-carbamic acid tert-butyl ester). The yield is 19.7%. As a reaction SMILES: [C:1]([O:5][C:6](=[O:17])[NH:7][CH:8]([C:10]1[CH:11]=[N:12][C:13]([F:16])=[CH:14][CH:15]=1)[CH3:9])([CH3:4])([CH3:3])[CH3:2].C([Li])(C)(C)C.[I:23]I.O>C1COCC1>[C:1]([O:5][C:6](=[O:17])[NH:7][CH:8]([C:10]1[CH:11]=[N:12][C:13]([F:16])=[CH:14][C:15]=1[I:23])[CH3:9])([CH3:2])([CH3:3])[CH3:4]. Procedure details: Add a solution of [1-(6-fluoro-pyridin-3-yl)-ethyl]-carbamic acid tert-butyl ester (9.3 g, 38.8 mmol) in dry THF (90 mL) into tert-butyllithium (68.4 mL, 116.3 mmol, 1.7 M solution in pentane) in dry THF (70 mL) over 15 min under N2 at −78° C. Stir at −78° C. for 1 hour. Add a solution of iodine (14.8 g, 58.2 mmol) in dry THF (90 mL) over 15 min. Stir at −78° C. for 2 hours. Warm up to 0° C. Add water. Warm up to room temperature. Extract with ethyl acetate. Wash the organic layer with Na2CO3 so... Yields the product C(C)NS(=O)(=O)C=1C=CC(=C(C(=O)NC=2SC(=NN2)C(C)(C2=CC=CC=C2)C)C1)F (5-[(ethylamino)sulfonyl]-2-fluoro-N-[5-(1-methyl-1-phenylethyl)-1,3,4-thiadiazol-2-yl]benzamide). RXN SMILES: [CH2:1]([NH:3][S:4]([C:7]1[CH:8]=[CH:9][C:10]([F:16])=[C:11]([CH:15]=1)[C:12]([OH:14])=O)(=[O:6])=[O:5])[CH3:2].[CH3:17][C:18]([C:26]1[S:30][C:29]([NH2:31])=[N:28][N:27]=1)([C:20]1[CH:25]=[CH:24][CH:23]=[CH:22][CH:21]=1)[CH3:19].C(Cl)CCl.C1C=NC2N(O)N=NC=2C=1>>[CH2:1]([NH:3][S:4]([C:7]1[CH:8]=[CH:9][C:10]([F:16])=[C:11]([CH:15]=1)[C:12]([NH:31][C:29]1[S:30][C:26]([C:18]([CH3:19])([C:20]2[CH:25]=[CH:24][CH:23]=[CH:22][CH:21]=2)[CH3:17])=[N:27][N:28]=1)=[O:14])(=[O:5])=[O:6])[CH3:2]. Procedure details: To the mixture of 5-[(ethylamino)sulfonyl]-2-fluorobenzoic acid (24.7 mg, 0.1 mmol), prepared according to Scheme 4, and above crude 5-(1-methyl-1-phenylethyl)-1,3,4-thiadiazol-2-amine (21.9 mg, 0.1 mmol) in 2.0 mL of mixed solvents (DCM:DMF=10:1) was added EDC (19.2 mg, 0.1 mmol) and HOAt (13.6 mg, 0.1 mmol). The resultant mixture was stirred at room temperature for overnight, and then concentrated in vacuo. The residue was purified by using a Gilson preparative HPLC system with a Waters Xterra... The reactants are C(C)NS(=O)(=O)C=1C=CC(=C(C(=O)O)C1)F (5-[(ethylamino)sulfonyl]-2-fluorobenzoic acid), resultant mixture, CC(C)(C1=CC=CC=C1)C1=NN=C(S1)N (5-(1-methyl-1-phenylethyl)-1,3,4-thiadiazol-2-amine), C(CCl)Cl (EDC), C1=CC2=C(N=C1)N(N=N2)O (HOAt). Yield: 15.6%. Solvent: mixed solvents. The reactants are CC1=C(C(=O)OC)C(=CC=C1)CO[C@H]1C[C@H](CCC1)OCC=1N=C(OC1C)C1=CC2=CC=CC=C2C=C1 (methyl 2-methyl-6-[(1R,3S)3-(5-methyl-2-naphthalen-2-yloxazol-4-yl-methoxy]cyclohexyloxymethyl]benzoate), Cl (hydrochloric acid). Run in C(C)(C)(C)O (tert-butanol), [OH-].[K+] (potassium hydroxide). Reaction conditions: time 2 day. Yields the product CC1=C(C(=O)O)C(=CC=C1)CO[C@H]1C[C@H](CCC1)OCC=1N=C(OC1C)C1=CC2=CC=CC=C2C=C1 (2-Methyl-6-[(1R,3S)3-(5-methyl-2-naphthalen-2-yloxazol-4-ylmethoxy)cyclo-hexyloxymethyl]benzoic Acid). RXN SMILES: [CH3:1][C:2]1[CH:11]=[CH:10][CH:9]=[C:8]([CH2:12][O:13][C@@H:14]2[CH2:19][CH2:18][CH2:17][C@H:16]([O:20][CH2:21][C:22]3[N:23]=[C:24]([C:28]4[CH:37]=[CH:36][C:35]5[C:30](=[CH:31][CH:32]=[CH:33][CH:34]=5)[CH:29]=4)[O:25][C:26]=3[CH3:27])[CH2:15]2)[C:3]=1[C:4]([O:6]C)=[O:5].Cl>C(O)(C)(C)C.[OH-].[K+]>[CH3:1][C:2]1[CH:11]=[CH:10][CH:9]=[C:8]([CH2:12][O:13][C@@H:14]2[CH2:19][CH2:18][CH2:17][C@H:16]([O:20][CH2:21][C:22]3[N:23]=[C:24]([C:28]4[CH:37]=[CH:36][C:35]5[C:30](=[CH:31][CH:32]=[CH:33][CH:34]=5)[CH:29]=4)[O:25][C:26]=3[CH3:27])[CH2:15]2)[C:3]=1[C:4]([OH:6])=[O:5] |f:3.4|. Procedure details: 94 mg of methyl 2-methyl-6-[(1R,3S)3-(5-methyl-2-naphthalen-2-yloxazol-4-yl-methoxy]cyclohexyloxymethyl]benzoate are stirred at 90° C. in a mixture of 10 ml of tert-butanol and 1 ml of 10 N potassium hydroxide solution. After two days, the mixture is acidified with hydrochloric acid and extracted with ethyl acetate. The combined organic phases are dried over magnesium sulfate, the solvents are removed under reduced pressure and the residue is purified by RP-HPLC. This gives 72 mg of 2-methyl-6-[...